From a dataset of the Open Reaction Database (ORD), a public repository of structured organic reaction records. describe an organic reaction: reactants, conditions, products, and yield Solvent: C(C)(=O)O (acetic acid), O (water). Reactants: diazonium salt, CC1=C(N)C(=CC=C1)OC1=C(C=CC=C1)F (2-methyl-6-(2-fluorophenoxy)aniline), Cl (hydrochloric acid), N(=O)[O-].[Na+] (sodium nitrite), F[B-](F)(F)F.[H+] (fluoroboric acid). RXN SMILES: [CH3:1][C:2]1[CH:8]=[CH:7][CH:6]=[C:5]([O:9][C:10]2[CH:15]=[CH:14][CH:13]=[CH:12][C:11]=2[F:16])[C:3]=1N.Cl.N([O-])=[O:19].[Na+].F[B-](F)(F)F.[H+]>C(O)(=O)C.O>[F:16][C:11]1[CH:12]=[CH:13][CH:14]=[CH:15][C:10]=1[O:9][C:5]1[CH:6]=[CH:7][CH:8]=[C:2]([CH3:1])[C:3]=1[OH:19] |f:2.3,4.5|. The yield is 50.1%. Reported procedure: A solution of 2-methyl-6-(2-fluorophenoxy)aniline (27 g) in a mixture of conc. hydrochloric acid (26 ml) and water (85 ml), aqueous solution (15 ml) of sodium nitrite (8.6 g) and 42% fluoroboric acid (27 ml) were treated in a similar manner to that of Example 5-(1). To the resultant diazonium salt was added glacial acetic acid (500 ml), and the mixture was refluxed under heating for 6 hours. After cooling, the reaction mixture was evaporated, and water was added to the residue. The mixture was e... Product: FC1=C(OC=2C=CC=C(C2O)C)C=CC=C1 (6-(2-fluorophenoxy)-o-cresol).